This data is from the Open Reaction Database (ORD), a public repository of structured organic reaction records. The task is: describe an organic reaction: reactants, conditions, products, and yield Starting materials: N[C@@H](CC1=CC=C2C=CC=CC2=C1)C(=O)O (Nal), [C@H]12[C@@H](C[C@H](CC1)C2)N2CCC(CC2)C2=C(C=CC=C2)O (2-(1-((1S,2R,4R)-Bicyclo[2.2.1]heptan-2-yl)piperidin-4-yl)phenol), ClCC(C)=O (1-chloropropan-2-one), C(=O)([O-])[O-].[K+].[K+] (K2CO3). The solvent is CN(C)C=O (DMF). Run at time 48 hour. Product: [C@H]12[C@@H](C[C@H](CC1)C2)N2CCC(CC2)C2=C(OCC(C)=O)C=CC=C2 (1-(2-(1-((1S,2R,4R)-bicyclo[2.2.1]heptan-2-yl)piperidin-4-yl)phenoxy)propan-2-one). As a reaction SMILES: [C@@H:1]12[CH2:7][C@@H:4]([CH2:5][CH2:6]1)[CH2:3][C@H:2]2[N:8]1[CH2:13][CH2:12][CH:11]([C:14]2[CH:19]=[CH:18][CH:17]=[CH:16][C:15]=2[OH:20])[CH2:10][CH2:9]1.C([O-])([O-])=O.[K+].[K+].Cl[CH2:28][C:29](=[O:31])[CH3:30].N[C@H](C(O)=O)CC1C=C2C(C=CC=C2)=CC=1>CN(C=O)C>[C@@H:1]12[CH2:7][C@@H:4]([CH2:5][CH2:6]1)[CH2:3][C@H:2]2[N:8]1[CH2:9][CH2:10][CH:11]([C:14]2[CH:19]=[CH:18][CH:17]=[CH:16][C:15]=2[O:20][CH2:28][C:29](=[O:31])[CH3:30])[CH2:12][CH2:13]1 |f:1.2.3|. Reported procedure: 2-(1-((1S,2R,4R)-Bicyclo[2.2.1]heptan-2-yl)piperidin-4-yl)phenol (compound no. 229) (27.0 mg, 0.1 mmol) was dissolved in DMF (0.5 mL) and treated with K2CO3 (100 mg, 0.72 mmol) followed by the 1-chloropropan-2-one (19 mg, 0.4 mmol) and Nal (100 mg, 0.66 mmol) and the reaction was allowed to stir at room temperature for 48 h. The crude reaction mixture was filtered, diluted with DMSO to 1 mL and purified by LC/MS (10-99 CH3CN—H2O gradient with 0.03% TFA, 9 minute) to provide 1-(2-(1-((1S,2R,4R)-b... The reactants are CCOCC (ether), C(C)(C)(C)OC(C(=NOC(C)(C)C(NN)=O)C=1N=C(SC1)N)=O (2-(2-amino-1,3-thiazol-4-yl)-2-(1-carbazoyl-1-methylethoxyimino)acetic acid tert-butyl ester), C(C)(=O)OC=1C=C(C(=O)Cl)C=CC1OC(C)=O (3,4-diacetoxybenzoic acid chloride), C/C(=N\[Si](C)(C)C)/O[Si](C)(C)C (N,O-bis(trimethylsilyl)acetamide), ice. Run in CO (methanol), C(Cl)Cl (methylene chloride). Reaction conditions: time 1 hour. Product: Cl.C(C)(C)(C)OC(C(=NOC(C)(C)C(NNC(C1=CC(=C(C=C1)OC(C)=O)OC(C)=O)=O)=O)C=1N=C(SC1)N)=O (2-(2-amino-1,3-thiazol-4-yl)-2-{1-[3-(3,4-diacetoxybenzoyl)carbazoyl]-1-methylethoxyimino}acetic acid tert-butyl ester.hydrochloride). Isolated yield 91.9%. RXN SMILES: [C:1]([O:5][C:6](=[O:23])[C:7]([C:17]1[N:18]=[C:19]([NH2:22])[S:20][CH:21]=1)=[N:8][O:9][C:10]([C:13](=[O:16])[NH:14][NH2:15])([CH3:12])[CH3:11])([CH3:4])([CH3:3])[CH3:2].C/C(/O[Si](C)(C)C)=N\[Si](C)(C)C.[C:36]([O:39][C:40]1[CH:41]=[C:42]([CH:46]=[CH:47][C:48]=1[O:49][C:50](=[O:52])[CH3:51])[C:43]([Cl:45])=[O:44])(=[O:38])[CH3:37].CCOCC>C(Cl)Cl.CO>[ClH:45].[C:1]([O:5][C:6](=[O:23])[C:7]([C:17]1[N:18]=[C:19]([NH2:22])[S:20][CH:21]=1)=[N:8][O:9][C:10]([C:13](=[O:16])[NH:14][NH:15][C:43](=[O:44])[C:42]1[CH:46]=[CH:47][C:48]([O:49][C:50](=[O:52])[CH3:51])=[C:40]([O:39][C:36](=[O:38])[CH3:37])[CH:41]=1)([CH3:12])[CH3:11])([CH3:2])([CH3:3])[CH3:4] |f:6.7|. Procedure: In 10 ml of methylene chloride was suspended 0.7 g (1.74 mmole) of 2-(2-amino-1,3-thiazol-4-yl)-2-(1-carbazoyl-1-methylethoxyimino)acetic acid tert-butyl ester, and to the suspension was added 2.16 g (10.6 mmole) of N,O-bis(trimethylsilyl)acetamide to form a solution. To the ice-cooled solution was added 0.488 g (1.9 mmole) of 3,4-diacetoxybenzoic acid chloride and the mixture was stirred for one hour under ice-cooling. The resulting mixture was poured into 150 ml of ether and to the mixture was... Reactants: [N+](=O)([O-])C1=C(C=CC=C1)C1=C2CCC(C2=CC=C1)=O (4-(2-nitrophenyl)-indan-1-one), C(C)OP(OCC)OCC (triethylphosphite). Conditions: temperature 120 celsius. Product: C1CC(C=2C=CC=3NC=4C=CC=CC4C3C21)=O (1,2-dihydro-6H-cyclopenta[c]carbazole-3-one). The yield is 51.7%. Reaction SMILES: [N+:1]([C:4]1[CH:9]=[CH:8][CH:7]=[CH:6][C:5]=1[C:10]1[CH:18]=[CH:17][CH:16]=[C:15]2[C:11]=1[CH2:12][CH2:13][C:14]2=[O:19])([O-])=O.C(OP(OCC)OCC)C>>[CH2:12]1[C:11]2[C:10]3[C:5]4[CH:6]=[CH:7][CH:8]=[CH:9][C:4]=4[NH:1][C:18]=3[CH:17]=[CH:16][C:15]=2[C:14](=[O:19])[CH2:13]1. Reported procedure: Biphenyl 89 (9 g, 35 mmol) and triethylphosphite were added to a sealed bomb and heated at 120° C. overnight. After cooling to room temperature, the mixture was filtered to give 4 g of 1,2-dihydro-6H-cyclopenta[c]carbazole-3-one. Precipitation with diethyl ether yielded an additional 2 g of desired product. Common yield 90 as yellow powder was 77.5%. Starting materials: N(=NC(=O)OCC)C(=O)OCC (diethyl azodicarboxylate), [Si](C)(C)(C(C)(C)C)OCC[C@H](C(N(CCO)C(=O)OC(C)(C)C)C1=CC(=C(C=C1)Cl)Cl)O (4-t-butyldimethylsilyloxy-(2 R)-(3,4-dichlorophenyl)-1-[N-(t-butoxycarbonyl)-N-(2-hydroxyethyl)amino]-2-butanol), C1(=CC=CC=C1)P(C1=CC=CC=C1)C1=CC=CC=C1 (triphenylphosphine). The solvent is C1(=CC=CC=C1)C (toluene), C1(=CC=CC=C1)C (toluene). Run at time 2 hour. Product: [Si](C)(C)(C(C)(C)C)OCC[C@@H]1C(N(CCO1)C(=O)OC(C)(C)C)C1=CC(=C(C=C1)Cl)Cl (2-[4-t-Butoxycarbonyl-(2 R)-(3,4-dichlorophenyl)morpholin-2-yl]ethanol t-butyldimethylsilyl ether). Yield: 89.8%. Reaction SMILES: [Si:1]([O:8][CH2:9][CH2:10][C@@H:11](O)[CH:12]([C:24]1[CH:29]=[CH:28][C:27]([Cl:30])=[C:26]([Cl:31])[CH:25]=1)[N:13]([C:17]([O:19][C:20]([CH3:23])([CH3:22])[CH3:21])=[O:18])[CH2:14][CH2:15][OH:16])([C:4]([CH3:7])([CH3:6])[CH3:5])([CH3:3])[CH3:2].C1(P(C2C=CC=CC=2)C2C=CC=CC=2)C=CC=CC=1.N(C(OCC)=O)=NC(OCC)=O>C1(C)C=CC=CC=1>[Si:1]([O:8][CH2:9][CH2:10][C@H:11]1[O:16][CH2:15][CH2:14][N:13]([C:17]([O:19][C:20]([CH3:22])([CH3:23])[CH3:21])=[O:18])[CH:12]1[C:24]1[CH:29]=[CH:28][C:27]([Cl:30])=[C:26]([Cl:31])[CH:25]=1)([C:4]([CH3:5])([CH3:6])[CH3:7])([CH3:3])[CH3:2]. Procedure details: 49.9 g (98.1 mmole) of 4-t-butyldimethylsilyloxy-(2 R)-(3,4-dichlorophenyl)-1-[N-(t-butoxycarbonyl)-N-(2-hydroxyethyl)amino]-2-butanol [prepared as described in step (a) above] and 30.9 g (118 mmole) of triphenylphosphine were dissolved in 600 ml of dried toluene. 51.3 g of a 40% w/v toluene solution containing 118 mmole of diethyl azodicarboxylate were added dropwise to the resulting solution at room temperature under a nitrogen atmosphere, and the mixture was stirred for 2 hours. At the end of...